Task: describe an organic reaction: reactants, conditions, products, and yield. Dataset: the Open Reaction Database (ORD), a public repository of structured organic reaction records Reactants: C1(=CC=CC=C1)C(C1CCN(CC1)CCCCC=1C=NC=CC1)C1=CC=CC=C1 (3-[4-[4-(diphenyl methyl)-1-piperidinyl]butyl]pyridine), solution, [H-].COCCO[Al+]OCCOC.[Na+].[H-] (sodium bis(2-methoxyethoxy)aluminum hydride), C(\C=C/C(=O)[O-])(=O)[O-] ((Z)-2-butenedioate), C1(=CC=CC=C1)C(=CC1CCN(CC1)C(CCCC=1C=NC=CC1)=O)C1=CC=CC=C1 (4-(2,2-diphenylethenyl)-1-[1-oxo-4-(3-pyridinyl)butyl]piperidine). Solvent: C1(=CC=CC=C1)C (toluene). Product: C1(=CC=CC=C1)C(=CC1CCN(CC1)CCCCC=1C=NC=CC1)C1=CC=CC=C1 (3-[4-[4-(2,2-diphenylethenyl)-1-piperidinyl]butyl]pyridine). The yield is 91.1%. As a reaction SMILES: C1(C(C2C=CC=CC=2)C2CCN(CCCCC3C=NC=CC=3)CC2)C=CC=CC=1.C([O-])(=O)/C=C\C([O-])=O.[C:38]1([C:44]([C:63]2[CH:68]=[CH:67][CH:66]=[CH:65][CH:64]=2)=[CH:45][CH:46]2[CH2:51][CH2:50][N:49]([C:52](=O)[CH2:53][CH2:54][CH2:55][C:56]3[CH:57]=[N:58][CH:59]=[CH:60][CH:61]=3)[CH2:48][CH2:47]2)[CH:43]=[CH:42][CH:41]=[CH:40][CH:39]=1.[H-].COCCO[Al+]OCCOC.[Na+].[H-]>C1(C)C=CC=CC=1>[C:63]1([C:44]([C:38]2[CH:39]=[CH:40][CH:41]=[CH:42][CH:43]=2)=[CH:45][CH:46]2[CH2:47][CH2:48][N:49]([CH2:52][CH2:53][CH2:54][CH2:55][C:56]3[CH:57]=[N:58][CH:59]=[CH:60][CH:61]=3)[CH2:50][CH2:51]2)[CH:64]=[CH:65][CH:66]=[CH:67][CH:68]=1 |f:3.4.5.6|. Reported procedure: The title compound was prepared in a manner similar to that employed for 3-[4-[4-(diphenyl methyl)-1-piperidinyl]butyl]pyridine (1:1)-(Z)-2-butenedioate salt (Ex. 16) starting with 5.0 g of 4-(2,2-diphenylethenyl)-1-[1-oxo-4-(3-pyridinyl)butyl]piperidine and 7.2 mL of a 3.5M solution of sodium bis(2-methoxyethoxy)aluminum hydride in toluene. The analytically pure base was obtained from hexanne, mp 54°-56° C. Analysis Calculated for C28H32N2 : C, 84.80; H, 8.13; N, 7.06. Found: C. 84.61; H, 7.92;... Reactants: CC(CCCCCCCCC)=O (2-undecanone), O.C(C=O)(=O)O (glyoxylic acid monohydrate), P(O)(O)(O)=O (phosphoric acid). Solvent: C(C)OCC.ClCCl (ethyl ether dichloromethane). Yields the product O=C(C=CC(=O)O)CCCCCCCCC (4-ketotridec-2-enoic acid). As a reaction SMILES: [CH3:1][C:2](=[O:12])[CH2:3][CH2:4][CH2:5][CH2:6][CH2:7][CH2:8][CH2:9][CH2:10][CH3:11].O.[C:14]([OH:18])(=[O:17])[CH:15]=O.P(=O)(O)(O)O>C(OCC)C.ClCCl>[O:12]=[C:2]([CH2:3][CH2:4][CH2:5][CH2:6][CH2:7][CH2:8][CH2:9][CH2:10][CH3:11])[CH:1]=[CH:15][C:14]([OH:18])=[O:17] |f:1.2,4.5|. Procedure details: A mixture of 2-undecanone (10 g, 58.7 mmol), glyoxylic acid monohydrate (5.15 g, 56 mmol) and 85% phosphoric acid (10 ml) was warmed at 80° for 18 hours. On cooling to room temperature, the mixture was diluted with ethyl ether/dichloromethane (50 ml each) and washed thoroughly with brine. Evaporation of the dried (magnesium sulphate) organic phase gave a yellow oil which on crystallization from ethyl ether/petroleum ether gave 4-ketotridec-2-enoic acid as colorless prisms. Starting materials: Cc1ccccc1, N#Cc1c(Cl)c2ccccc2[nH]c1=O, O=C(c1cccs1)N1CCNCC1. Yields the product N#Cc1c(N2CCN(C(=O)c3cccs3)CC2)c2ccccc2[nH]c1=O. Reaction SMILES: [CH3:28][c:29]1[cH:30][cH:31][cH:32][cH:33][cH:34]1.[Cl:14][c:15]1[c:16]([C:26]#[N:27])[c:17](=[O:25])[nH:18][c:19]2[cH:20][cH:21][cH:22][cH:23][c:24]12.[N:1]1([C:7](=[O:8])[c:9]2[s:10][cH:11][cH:12][cH:13]2)[CH2:2][CH2:3][NH:4][CH2:5][CH2:6]1>>[N:1]1([C:7](=[O:8])[c:9]2[s:10][cH:11][cH:12][cH:13]2)[CH2:2][CH2:3][N:4]([c:15]2[c:16]([C:26]#[N:27])[c:17](=[O:25])[nH:18][c:19]3[cH:20][cH:21][cH:22][cH:23][c:24]23)[CH2:5][CH2:6]1. Starting materials: CCOCc1cnn(C(c2ccccc2)(c2ccccc2)c2ccccc2)c1, CCO, CC(C)=O, Cl. Product: CCOCc1cn[nH]c1. Reaction SMILES: [C:1]([c:2]1[cH:3][cH:4][cH:5][cH:6][cH:7]1)([c:8]1[cH:9][cH:10][cH:11][cH:12][cH:13]1)([c:14]1[cH:15][cH:16][cH:17][cH:18][cH:19]1)[n:20]1[n:21][cH:22][c:23]([CH2:25][O:26][CH2:27][CH3:28])[cH:24]1.[CH2:33]([OH:34])[CH3:35].[CH3:29][C:30]([CH3:31])=[O:32].[ClH:36]>>[n:20]1[nH:21][cH:22][c:23]([CH2:25][O:26][CH2:27][CH3:28])[cH:24]1. Reactants: [Br-].C(#N)CCCCCC[P+](C1=CC=CC=C1)(C1=CC=CC=C1)C1=CC=CC=C1 (6-cyanohexyltriphenylphosphonium bromide), C(CC)C1=CC=C(C=O)C=C1 (p-propylbenzaldehyde). Solvent: C1CCOC1 (THF). Yields the product C(CC)C1=CC=C(C=C1)C=CCCCCCC#N (8-(p-Propylphenyl)-7-octenenitrile). Yield: 67.3%. Reaction SMILES: [Br-].[C:2]([CH2:4][CH2:5][CH2:6][CH2:7][CH2:8][CH2:9][P+](C1C=CC=CC=1)(C1C=CC=CC=1)C1C=CC=CC=1)#[N:3].[CH2:29]([C:32]1[CH:39]=[CH:38][C:35]([CH:36]=O)=[CH:34][CH:33]=1)[CH2:30][CH3:31]>C1COCC1>[CH2:29]([C:32]1[CH:39]=[CH:38][C:35]([CH:36]=[CH:9][CH2:8][CH2:7][CH2:6][CH2:5][CH2:4][C:2]#[N:3])=[CH:34][CH:33]=1)[CH2:30][CH3:31] |f:0.1|. Procedure details: This compound was synthesized from 6-cyanohexyltriphenylphosphonium bromide (9.05 g, 20 mmol) and p-propylbenzaldehyde (2.96 g, 20 mmol) in THF (100 mL) by a Wittig reaction. Kugelrohr distillation afforded the product (3.25 g, 67%) as a colorless liquid (bp 144-148° C./0.05 torr). IR 2290 cm-1 ; 1H-NMR: 0.95 (t, 3H), 1.55 (m, 8H), 2.40 (m, 6H), 5.60 (in, 1H), 6.40 (d, 1H), 7.10 (s, 4H).